This data is from the Open Reaction Database (ORD), a public repository of structured organic reaction records. The task is: describe an organic reaction: reactants, conditions, products, and yield The reactants are [N+](=O)([O-])C1=CC=CC2=C1NC(O2)=S (4-nitro-3H-benzoxazole-2-thione), N1(CCNCC1)C(=O)OCC1=CC=CC=C1 (benzyl 1-piperazinecarboxylate). Solvent: xylenes. Product: C(C1=CC=CC=C1)OC(=O)N1CCN(CC1)C=1OC2=C(N1)C(=CC=C2)[N+](=O)[O-] (4-(4-Nitrobenzoxazol-2-yl)piperazine-1-carboxylic acid benzyl ester). Reaction SMILES: [N+:1]([C:4]1[C:9]2[NH:10][C:11](=S)[O:12][C:8]=2[CH:7]=[CH:6][CH:5]=1)([O-:3])=[O:2].[N:14]1([C:20]([O:22][CH2:23][C:24]2[CH:29]=[CH:28][CH:27]=[CH:26][CH:25]=2)=[O:21])[CH2:19][CH2:18][NH:17][CH2:16][CH2:15]1>>[CH2:23]([O:22][C:20]([N:14]1[CH2:19][CH2:18][N:17]([C:11]2[O:12][C:8]3[CH:7]=[CH:6][CH:5]=[C:4]([N+:1]([O-:3])=[O:2])[C:9]=3[N:10]=2)[CH2:16][CH2:15]1)=[O:21])[C:24]1[CH:29]=[CH:28][CH:27]=[CH:26][CH:25]=1. Reported procedure: A mixture of 4-nitro-3H-benzoxazole-2-thione (7.00 g, 35.7 mmol) and benzyl 1-piperazinecarboxylate (15.72 g, 71.36 mmol) in xylenes was heated at reflux temperature overnight, cooled and concentrated in vacuo to provide the title compound which was used, without further purification, in Example 8. Reactants: CC(=O)OC(C)=O, Cl, COc1ccc(C2Sc3c(ccc4ccccc34)N(CCCN(C)C)C(=O)C2O)cc1. Yields the product COc1ccc(C2Sc3c(ccc4ccccc34)N(CCCN(C)C)C(=O)C2OC(C)=O)cc1. Reaction SMILES: [CH3:33][C:34](=[O:35])[O:36][C:37](=[O:38])[CH3:39].[ClH:1].[OH:2][CH:3]1[C:4](=[O:32])[N:5]([CH2:26][CH2:27][CH2:28][N:29]([CH3:30])[CH3:31])[c:6]2[c:7]([c:18]3[cH:19][cH:20][cH:21][cH:22][c:23]3[cH:24][cH:25]2)[S:8][CH:9]1[c:10]1[cH:11][cH:12][c:13]([O:16][CH3:17])[cH:14][cH:15]1>>[O:2]([CH:3]1[C:4](=[O:32])[N:5]([CH2:26][CH2:27][CH2:28][N:29]([CH3:30])[CH3:31])[c:6]2[c:7]([c:18]3[cH:19][cH:20][cH:21][cH:22][c:23]3[cH:24][cH:25]2)[S:8][CH:9]1[c:10]1[cH:11][cH:12][c:13]([O:16][CH3:17])[cH:14][cH:15]1)[C:34]([CH3:33])=[O:35]. Starting materials: O=C([O-])[O-], C=CCBr, Oc1cccc2c1CCC2, CN(C)C=O, [K+], [K+], O. The product is C=CCOc1cccc2c1CCC2. Reaction SMILES: [C:1](=[O:2])([O-:3])[O-:4].[CH2:17]([CH:18]=[CH2:19])[Br:20].[CH2:7]1[CH2:8][CH2:9][c:10]2[c:11]([OH:16])[cH:12][cH:13][cH:14][c:15]21.[CH3:21][N:22]([CH3:23])[CH:24]=[O:25].[K+:5].[K+:6].[OH2:26]>>[CH2:7]1[CH2:8][CH2:9][c:10]2[c:11]([O:16][CH2:19][CH:18]=[CH2:17])[cH:12][cH:13][cH:14][c:15]21. Product: BrC(C(=O)C1=CC=C(C=C1)F)(C)C (2-bromo-4'-fluoro-2-methylpropiophenone). Reaction conditions: temperature 20 celsius, time 5 minute. Reaction SMILES: [Cl-].[Al+3].[Cl-].[Cl-].[F:5][C:6]1[CH:11]=[CH:10][CH:9]=[CH:8][CH:7]=1.[Br:12][C:13]([CH3:18])([CH3:17])[C:14](Br)=[O:15]>C(=S)=S>[Br:12][C:13]([CH3:18])([CH3:17])[C:14]([C:9]1[CH:10]=[CH:11][C:6]([F:5])=[CH:7][CH:8]=1)=[O:15] |f:0.1.2.3|. Reactants: [Cl-].[Al+3].[Cl-].[Cl-] (aluminum chloride), FC1=CC=CC=C1 (fluorobenzene), BrC(C(=O)Br)(C)C (α-bromoisobutyryl bromide). Procedure: A slurry of 14 g. (0.105 mole) of anhydrous aluminum chloride in 14.4 g. (0.150 mole) of fluorobenzene and 24 ml. of carbon disulfide is cooled to 15°C. To it is added 23.8 g. (0.100 mole) of α-bromoisobutyryl bromide over 10-15 minutes at 15°-20°C. The reaction is stirred for five minutes at 20°C and then quenched on ice. The product is extracted into chloroform. The chloroform layer is washed with aqueous sodium bicarbonate, dried over anhydrous sodium sulfate and concentrated to give 2-bromo-... Solvent: C(=S)=S (carbon disulfide). Starting materials: C(CCl)Cl (EDC), CC=1OC(=C(N1)C(=O)O)C (2,5-dimethyl-oxazole-4-carboxylic acid), TEA, CC=1C=C(CBr)C=CC1 (3-methylbenzyl bromide), C([O-])([O-])=O.[K+].[K+] (potassium carbonate), C(C)(C)(C)OC(=O)N1CC=2C=C3C(=CC2C[C@H]1C(N[C@@H](CC1=CC=C(C=C1)C1=C(C(=NC=C1)C)C)C(=O)OC)=O)OC[C@@H](O3)C3=CC=C(C=C3)O ((3S,8S)-8-{(S)-2-[4-(2,3-Dimethyl-pyridin-4-yl)-phenyl]-1-methoxycarbonyl-ethyl-carbamoyl}-3-(4-hydroxy-phenyl)-2,3,8,9-tetrahydro-6H-[1,4]dioxino[2,3-g]isoquinoline-7-carboxylic acid tert-butyl ester). The solvent is C(Cl)Cl (DCM), CN(C)C=O (DMF), O (water). Product: CC=1OC(=C(N1)C(=O)N1CC=2C=C3C(=CC2C[C@H]1C(=O)N[C@H](C(=O)O)CC1=CC=C(C=C1)C1=C(C(=NC=C1)C)C)OC[C@@H](O3)C3=CC=C(C=C3)OCC3=CC(=CC=C3)C)C ((S)-2-({(3S,8S)-7-(2,5-Dimethyl-oxazole-4-carbonyl)-3-[4-(3-methyl-benzyloxy)-phenyl]-2,3,6,7,8,9-hexahydro-[1,4]dioxino[2,3-g]isoquinoline-8-carbonyl}-amino)-3-[4-(2,3-dimethyl-pyridin-4-yl)-phenyl]-propionic acid). RXN SMILES: C(O[C:6]([N:8]1[C@H:17]([C:18](=[O:40])[NH:19][C@H:20]([C:36]([O:38]C)=[O:37])[CH2:21][C:22]2[CH:27]=[CH:26][C:25]([C:28]3[CH:33]=[CH:32][N:31]=[C:30]([CH3:34])[C:29]=3[CH3:35])=[CH:24][CH:23]=2)[CH2:16][C:15]2[CH:14]=[C:13]3[O:41][CH2:42][C@H:43]([C:45]4[CH:50]=[CH:49][C:48]([OH:51])=[CH:47][CH:46]=4)[O:44][C:12]3=[CH:11][C:10]=2[CH2:9]1)=[O:7])(C)(C)C.[CH3:52][C:53]1[CH:54]=[C:55]([CH:58]=[CH:59][CH:60]=1)[CH2:56]Br.C(=O)([O-])[O-].[K+].[K+].C(Cl)CCl.[CH3:71][C:72]1[O:73][C:74]([CH3:80])=[C:75](C(O)=O)[N:76]=1>CN(C=O)C.C(Cl)Cl.O>[CH3:71][C:72]1[O:73][C:74]([CH3:80])=[C:75]([C:6]([N:8]2[C@H:17]([C:18]([NH:19][C@@H:20]([CH2:21][C:22]3[CH:23]=[CH:24][C:25]([C:28]4[CH:33]=[CH:32][N:31]=[C:30]([CH3:34])[C:29]=4[CH3:35])=[CH:26][CH:27]=3)[C:36]([OH:38])=[O:37])=[O:40])[CH2:16][C:15]3[CH:14]=[C:13]4[O:41][CH2:42][C@H:43]([C:45]5[CH:46]=[CH:47][C:48]([O:51][CH2:52][C:53]6[CH:60]=[CH:59][CH:58]=[C:55]([CH3:56])[CH:54]=6)=[CH:49][CH:50]=5)[O:44][C:12]4=[CH:11][C:10]=3[CH2:9]2)=[O:7])[N:76]=1 |f:2.3.4|. Procedure details: (3S,8S)-8-{(S)-2-[4-(2,3-Dimethyl-pyridin-4-yl)-phenyl]-1-methoxycarbonyl-ethyl-carbamoyl}-3-(4-hydroxy-phenyl)-2,3,8,9-tetrahydro-6H-[1,4]dioxino[2,3-g]isoquinoline-7-carboxylic acid tert-butyl ester (30 mg) was dissolved in DMF and 3-methylbenzyl bromide (2 eq.) and potassium carbonate (3 eq.) added. The reaction mixture was stirred at room temperature and was then poured onto EtOAc and water. The organic layer was dried over sodium sulfate and concentrated. The mixture was purified over silic... The reactants are ClC=1C=CC=2C3=C(NC2C1)C(=CN=C3NC(C3CC3)C3CC3)C(=O)N (7-chloro-1-[(dicyclopropylmethyl)amino]-5H-pyrido[4,3-b]indole-4-carboxamide), CC1(OB(OC1(C)C)C=1C=NC(=NC1)N)C (5-(4,4,5,5-tetramethyl-1,3,2-dioxaborolan-2-yl)-pyrimidin-2-ylamine), C1(CCCCC1)P(C1CCCCC1)C1CCCCC1 (tricyclohexylphosphine), [O-]P(=O)([O-])[O-].[K+].[K+].[K+] (K3PO4). Reagents/catalysts: C=1C=CC(=CC1)/C=C/C(=O)/C=C/C2=CC=CC=C2.C=1C=CC(=CC1)/C=C/C(=O)/C=C/C2=CC=CC=C2.C=1C=CC(=CC1)/C=C/C(=O)/C=C/C2=CC=CC=C2.[Pd].[Pd] (Pd2(dba)3). The solvent is O1CCOCC1 (dioxane). Run at temperature 100 celsius. The product is NC1=NC=C(C=N1)C=1C=CC=2C3=C(NC2C1)C(=CN=C3NC(C3CC3)C3CC3)C(=O)N (7-(2-Aminopyrimidin-5-yl)-1-[(dicyclopropylmethyl)amino]-5H-pyrido[4,3-b]indole-4-carboxamide). As a reaction SMILES: Cl[C:2]1[CH:3]=[CH:4][C:5]2[C:6]3[C:14]([NH:15][CH:16]([CH:20]4[CH2:22][CH2:21]4)[CH:17]4[CH2:19][CH2:18]4)=[N:13][CH:12]=[C:11]([C:23]([NH2:25])=[O:24])[C:7]=3[NH:8][C:9]=2[CH:10]=1.CC1(C)C(C)(C)OB([C:34]2[CH:35]=[N:36][C:37]([NH2:40])=[N:38][CH:39]=2)O1.C1(P(C2CCCCC2)C2CCCCC2)CCCCC1.[O-]P([O-])([O-])=O.[K+].[K+].[K+]>O1CCOCC1.C1C=CC(/C=C/C(/C=C/C2C=CC=CC=2)=O)=CC=1.C1C=CC(/C=C/C(/C=C/C2C=CC=CC=2)=O)=CC=1.C1C=CC(/C=C/C(/C=C/C2C=CC=CC=2)=O)=CC=1.[Pd].[Pd]>[NH2:40][C:37]1[N:38]=[CH:39][C:34]([C:2]2[CH:3]=[CH:4][C:5]3[C:6]4[C:14]([NH:15][CH:16]([CH:17]5[CH2:19][CH2:18]5)[CH:20]5[CH2:22][CH2:21]5)=[N:13][CH:12]=[C:11]([C:23]([NH2:25])=[O:24])[C:7]=4[NH:8][C:9]=3[CH:10]=2)=[CH:35][N:36]=1 |f:3.4.5.6,8.9.10.11.12|. Procedure: A mixture of 7-chloro-1-[(dicyclopropylmethyl)amino]-5H-pyrido[4,3-b]indole-4-carboxamide (7.1 g, 20.0 mmol), 5-(4,4,5,5-tetramethyl-1,3,2-dioxaborolan-2-yl)-pyrimidin-2-ylamine (6.2 g, 28 mmol), Pd2(dba)3 (1.83 g, 2.0 mmol), tricyclohexylphosphine (1.4 g, 5.0 mmol), and K3PO4 (1.27 M in water, 53.8 mL, 68.3 mmol) in dioxane (400 mL) was purged with nitrogen for 20 min, heated to 100° C. for 4 h, cooled to room temperature, and concentrated. The residue was diluted with 50% brine, and extracted ... Product: N (ammonia), N12CCN(C(CC1)CC2)C(=O)C2=CC=C(O2)C2=CC=C(C=C2)[NH+](C(C=C)=O)[O-] (N-{4-[5-(1,4-Diaza-bicyclo[3.2.2]nonane-4-carbonyl)-furan-2-yl]-phenyl}-acrylamide N-oxide). Procedure details: A mixture of N-{4-[5-(1,4-Diaza-bicyclo[3.2.2]nonane-4-carbonyl)-furan-2-yl]-phenyl}-acrylamide (175 mg; 0.479 mmol), m-chloroperoxybenzoic acid (165 mg; 0.958 mmol) and dichloromethane (5 ml) was stirred at room-temperature for 15 hours. The crude mixture was evaporated. Chromatography on silica gel with dichloromethane, methanol and conc. ammonia (89:10:1) gave the title compound. Yield 180 mg (99%). Mp. 162° C. Starting materials: N12CCN(C(CC1)CC2)C(=O)C2=CC=C(O2)C2=CC=C(C=C2)NC(C=C)=O (N-{4-[5-(1,4-Diaza-bicyclo[3.2.2]nonane-4-carbonyl)-furan-2-yl]-phenyl}-acrylamide), ClC=1C=C(C(=O)OO)C=CC1 (m-chloroperoxybenzoic acid). Reaction conditions: time 15 hour. As a reaction SMILES: [N:1]12[CH2:9][CH2:8][CH:5]([CH2:6][CH2:7]1)[N:4]([C:10]([C:12]1[O:16][C:15]([C:17]3[CH:22]=[CH:21][C:20]([NH:23][C:24](=[O:27])[CH:25]=[CH2:26])=[CH:19][CH:18]=3)=[CH:14][CH:13]=1)=[O:11])[CH2:3][CH2:2]2.ClC1C=C(C=CC=1)C(OO)=[O:33]>ClCCl>[NH3:1].[N:1]12[CH2:7][CH2:6][CH:5]([CH2:8][CH2:9]1)[N:4]([C:10]([C:12]1[O:16][C:15]([C:17]3[CH:22]=[CH:21][C:20]([NH+:23]([O-:33])[C:24](=[O:27])[CH:25]=[CH2:26])=[CH:19][CH:18]=3)=[CH:14][CH:13]=1)=[O:11])[CH2:3][CH2:2]2. The solvent is ClCCl (dichloromethane).